From a dataset of the Open Reaction Database (ORD), a public repository of structured organic reaction records. describe an organic reaction: reactants, conditions, products, and yield The reactants are C1(=CC=CC=C1)OC (Anisole), [Cl-].[Al+3].[Cl-].[Cl-] (aluminium chloride), CON=C(C1=C(C=CC=C1)OCC1=CC=C(C=C1)Cl)C=1OCCN1 (2-(4-chlorobenzyloxy)phenyl 2-oxazolin-2-yl ketone O-methyloxime). Run in O (water). The product is CON=C(C1=C(C=CC=C1)O)C=1OCCN1 (2-hydroxyphenyl 2-oxazolin-2-yl ketone O-methyloxime). Yield: 56.0%. Reaction SMILES: C1(OC)C=CC=CC=1.[Cl-].[Al+3].[Cl-].[Cl-].[CH3:13][O:14][N:15]=[C:16]([C:32]1[O:33][CH2:34][CH2:35][N:36]=1)[C:17]1[CH:22]=[CH:21][CH:20]=[CH:19][C:18]=1[O:23]CC1C=CC(Cl)=CC=1>O>[CH3:13][O:14][N:15]=[C:16]([C:32]1[O:33][CH2:34][CH2:35][N:36]=1)[C:17]1[CH:22]=[CH:21][CH:20]=[CH:19][C:18]=1[OH:23] |f:1.2.3.4|. Procedure: Anisole (152 ml) and aluminium chloride (16.3 g, 122 mmol) were added to 2-(4-chlorobenzyloxy)phenyl 2-oxazolin-2-yl ketone O-methyloxime (19.08 g, 55.3 mmol), and the mixture was stirred under ice-cooling for 1.5 hours. After completion of the reaction, water (100 ml) was added, and the mixture was extracted with ethyl acetate. The ethyl acetate layer was dried over anhydrous sodium sulfate and concentrated under reduced pressure. The residue was purified by silica gel chromatography (ethyl ace... The reactants are COc1cc(N2CCN(S(C)(=O)=O)CC2)ccc1N, CO, O=C(Nc1c(F)cccc1F)c1cccc(-c2nc3ccccn3c2-c2ccnc(Cl)n2)c1, ClCCl, OC(F)(F)CF, N, Cc1ccc(S(=O)(=O)O)cc1. Yields the product COc1cc(N2CCN(S(C)(=O)=O)CC2)ccc1Nc1nccc(-c2c(-c3cccc(C(=O)Nc4c(F)cccc4F)c3)nc3ccccn23)n1. RXN SMILES: [CH3:34][O:35][c:36]1[c:37]([NH2:38])[cH:39][cH:40][c:41]([N:43]2[CH2:44][CH2:45][N:46]([S:49](=[O:50])(=[O:51])[CH3:52])[CH2:47][CH2:48]2)[cH:42]1.[CH3:71][OH:72].[Cl:1][c:2]1[n:3][cH:4][cH:5][c:6](-[c:8]2[c:9](-[c:17]3[cH:18][c:19]([C:20](=[O:21])[NH:22][c:23]4[c:24]([F:30])[cH:25][cH:26][cH:27][c:28]4[F:29])[cH:31][cH:32][cH:33]3)[n:10][c:11]3[n:12]2[cH:13][cH:14][cH:15][cH:16]3)[n:7]1.[Cl:73][CH2:74][Cl:75].[F:64][CH2:65][C:66]([F:67])([F:68])[OH:69].[NH3:70].[c:53]1([CH3:54])[cH:55][cH:56][c:57]([S:58]([OH:59])(=[O:60])=[O:61])[cH:62][cH:63]1>>[c:2]1([NH:38][c:37]2[c:36]([O:35][CH3:34])[cH:42][c:41]([N:43]3[CH2:44][CH2:45][N:46]([S:49](=[O:50])(=[O:51])[CH3:52])[CH2:47][CH2:48]3)[cH:40][cH:39]2)[n:3][cH:4][cH:5][c:6](-[c:8]2[c:9](-[c:17]3[cH:18][c:19]([C:20](=[O:21])[NH:22][c:23]4[c:24]([F:30])[cH:25][cH:26][cH:27][c:28]4[F:29])[cH:31][cH:32][cH:33]3)[n:10][c:11]3[n:12]2[cH:13][cH:14][cH:15][cH:16]3)[n:7]1. Starting materials: CN(CCCN=C=NCC)C (N-(3-dimethylaminopropyl)-N′-ethylcarbodiimide), ON1N=NC2=C1C=CC=C2 (1-hydroxybenztriazole), C1(=CC=CC=C1)N1N=CC(=C1)C(=O)O (1-phenyl-1H-pyrazole-4-carboxylic acid), C(C)(C)(C)OC(C(C)(C)SC=1SC=C(N1)CCN)=O (2-{[4-(2-aminoethyl)-1,3-thiazol-2-yl]thio}-2-methylpropionic acid tert-butyl ester). The solvent is CN(C=O)C (N,N-dimethylformamide), O (Water). Conditions: time 6 hour. Product: C(C)(C)(C)OC(C(C)(SC=1SC=C(N1)CCNC(=O)C=1C=NN(C1)C1=CC=CC=C1)C)=O (2-methyl-2-{[4-(2-{[(1-phenyl-1H-pyrazol-4-yl)carbonyl]amino}ethyl)-1,3-thiazol-2-yl]thio}propionic acid tert-butyl ester). Isolated yield 74.1%. RXN SMILES: [C:1]1([N:7]2[CH:11]=[C:10]([C:12]([OH:14])=O)[CH:9]=[N:8]2)[CH:6]=[CH:5][CH:4]=[CH:3][CH:2]=1.[C:15]([O:19][C:20](=[O:33])[C:21]([S:24][C:25]1[S:26][CH:27]=[C:28]([CH2:30][CH2:31][NH2:32])[N:29]=1)([CH3:23])[CH3:22])([CH3:18])([CH3:17])[CH3:16].CN(C)CCCN=C=NCC.ON1C2C=CC=CC=2N=N1>CN(C)C=O.O>[C:15]([O:19][C:20](=[O:33])[C:21]([CH3:22])([S:24][C:25]1[S:26][CH:27]=[C:28]([CH2:30][CH2:31][NH:32][C:12]([C:10]2[CH:9]=[N:8][N:7]([C:1]3[CH:2]=[CH:3][CH:4]=[CH:5][CH:6]=3)[CH:11]=2)=[O:14])[N:29]=1)[CH3:23])([CH3:17])([CH3:16])[CH3:18]. Procedure details: 1-Phenyl-1H-pyrazole-4-carboxylic acid ethyl ester (4.1 g) synthesized in Reference Example 16 was dissolved in methanol (40 mL) and tetrahydrofuran (40 mL), aqueous sodium hydroxide solution (1 mol/L, 40 mL) was added, and the mixture was stirred at 60° C. for one hour. The reaction mixture was concentrated under reduced pressure, aqueous hydrochloric acid solution (1 mol/L, 50 mL) was added, and the precipitated solid was filtrated. The solid was dissolved in ethyl acetate, and dried over anhy... Starting materials: CN([SiH](C)C)[Si](C)(C)C, [Cl-], COc1cc(F)ccc1-c1nnc(-c2c(-c3ccccc3)noc2C)o1, CI, [K], [NH4+], CN(C)C=O. Product: CCc1onc(-c2ccccc2)c1-c1nnc(-c2ccc(F)cc2OC)o1. As a reaction SMILES: [CH3:27][SiH:28]([CH3:29])[N:30]([CH3:31])[Si:32]([CH3:33])([CH3:34])[CH3:35].[Cl-:39].[F:1][c:2]1[cH:3][c:4]([O:25][CH3:26])[c:5](-[c:8]2[o:9][c:10](-[c:13]3[c:14](-[c:19]4[cH:20][cH:21][cH:22][cH:23][cH:24]4)[n:15][o:16][c:17]3[CH3:18])[n:11][n:12]2)[cH:6][cH:7]1.[I:37][CH3:38].[K:36].[NH4+:40].[O:41]=[CH:42][N:43]([CH3:44])[CH3:45]>>[F:1][c:2]1[cH:3][c:4]([O:25][CH3:26])[c:5](-[c:8]2[o:9][c:10](-[c:13]3[c:14](-[c:19]4[cH:20][cH:21][cH:22][cH:23][cH:24]4)[n:15][o:16][c:17]3[CH2:18][CH3:27])[n:11][n:12]2)[cH:6][cH:7]1. The reactants are C1(=CC=C(C=C1)B(O)O)C1=CC=CC=C1 (4-biphenylboronic acid), CC1=NNC(=C1)C(=O)OCC (ethyl 3-methylpyrazole-5-carboxylate), N1=CC=CC=C1 (pyridine). Reagents/catalysts: C(C)(=O)[O-].[Cu+2].C(C)(=O)[O-] (copper(II) acetate). Solvent: C(Cl)Cl (DCM), C(Cl)Cl (DCM). Product: CC1=NN(C(=C1)C(=O)OCC)C1=CC=C(C=C1)C1=CC=CC=C1 (ethyl 3-methyl-1-(4-phenylphenyl)-1H-pyrazole-5-carboxylate). Yield: 26.0%. RXN SMILES: [C:1]1([C:10]2[CH:15]=[CH:14][CH:13]=[CH:12][CH:11]=2)[CH:6]=[CH:5][C:4](B(O)O)=[CH:3][CH:2]=1.[CH3:16][C:17]1[CH:21]=[C:20]([C:22]([O:24][CH2:25][CH3:26])=[O:23])[NH:19][N:18]=1.N1C=CC=CC=1>C(Cl)Cl.C([O-])(=O)C.[Cu+2].C([O-])(=O)C>[CH3:16][C:17]1[CH:21]=[C:20]([C:22]([O:24][CH2:25][CH3:26])=[O:23])[N:19]([C:4]2[CH:5]=[CH:6][C:1]([C:10]3[CH:15]=[CH:14][CH:13]=[CH:12][CH:11]=3)=[CH:2][CH:3]=2)[N:18]=1 |f:4.5.6|. Procedure: To a solution of 4-biphenylboronic acid (1.0 g, 5.1 mmol) and ethyl 3-methylpyrazole-5-carboxylate (0.78 g, 5.1 mmol) in 25 mL dry DCM were added pyridine (1.2 mL, 15 mmol) and anhydrous powder of copper(II) acetate (1.84 g, 10 mmol). Some activated molecular sieve powder was added afterwards. The resulting slurry was refluxed for 2 days under argon. The mixture was diluted with DCM, filtered through celite. The blue filtrate was washed with water (×2), dried, concentrated, purified with flush c... Reactants: ClC1=NC=C(C=N1)C(=O)OC (methyl 2-chloropyrimidine-5-carboxylate), FC1=CC=C(C=C1)C(CN)(C)C (2-(4-fluorophenyl)-2-methylpropan-1-amine), CCN(C(C)C)C(C)C (DIPEA). Run in C1(=CC=CC=C1)C (toluene). Conditions: temperature 60 celsius, time 20 minute. The product is FC1=CC=C(C=C1)C(CNC1=NC=C(C=N1)C(=O)OC)(C)C (methyl 2-(2-(4-fluorophenyl)-2-methylpropylamino)pyrimidine-5-carboxylate). Isolated yield 76.5%. Reaction SMILES: Cl[C:2]1[N:7]=[CH:6][C:5]([C:8]([O:10][CH3:11])=[O:9])=[CH:4][N:3]=1.[F:12][C:13]1[CH:18]=[CH:17][C:16]([C:19]([CH3:23])([CH3:22])[CH2:20][NH2:21])=[CH:15][CH:14]=1.CCN(C(C)C)C(C)C>C1(C)C=CC=CC=1>[F:12][C:13]1[CH:14]=[CH:15][C:16]([C:19]([CH3:23])([CH3:22])[CH2:20][NH:21][C:2]2[N:7]=[CH:6][C:5]([C:8]([O:10][CH3:11])=[O:9])=[CH:4][N:3]=2)=[CH:17][CH:18]=1. Procedure details: To a 20 dram vial was added methyl 2-chloropyrimidine-5-carboxylate (250 mg, 1.4 mmol, 1.0 equiv), 2-(4-fluorophenyl)-2-methylpropan-1-amine (468 mg, 2.8 mmol, 2.0 equiv), DIPEA (1.0 mL, 5.6 mmol, 4.0 equiv), and toluene (5 mL). The vial was heated in an oil bath to 60° C. and stirred for 20 min, concentrated, and purified by silica gel column chromatography (0-50% EtOAc/hexanes) to give 325 mg (77%) of methyl 2-(2-(4-fluorophenyl)-2-methylpropylamino)pyrimidine-5-carboxylate as a white solid (m...